This data is from the Open Reaction Database (ORD), a public repository of structured organic reaction records. The task is: describe an organic reaction: reactants, conditions, products, and yield Starting materials: [BH4-], COC(=O)c1cc(Br)cc(C(=O)OC(C)(C)C)c1, CO, [Na+], C1CCOC1. Product: CC(C)(C)OC(=O)c1cc(Br)cc(CO)c1. Reaction SMILES: [BH4-:19].[Br:1][c:2]1[cH:3][c:4]([C:15](=[O:16])[O:17][CH3:18])[cH:5][c:6]([C:7](=[O:8])[O:9][C:10]([CH3:11])([CH3:12])[CH3:13])[cH:14]1.[CH3:21][OH:22].[Na+:20].[O:23]1[CH2:24][CH2:25][CH2:26][CH2:27]1>>[Br:1][c:2]1[cH:3][c:4]([CH2:15][OH:16])[cH:5][c:6]([C:7](=[O:8])[O:9][C:10]([CH3:11])([CH3:12])[CH3:13])[cH:14]1. The reactants are NC1=C(C=CC=C1)O (2-aminophenol), C1(CCCCC1)=O (cyclohexanone), Cl (HCl). The reagents and catalysts are O=[Pt]=O (PtO2). Solvent: C(C)(C)O (isopropanol), C(C)O (ethanol). Yields the product Cl.C1(CCCCC1)NC1=C(C=CC=C1)O (2-Cyclohexylaminophenol hydrochloride). As a reaction SMILES: [NH2:1][C:2]1[CH:7]=[CH:6][CH:5]=[CH:4][C:3]=1[OH:8].[C:9]1(=O)[CH2:14][CH2:13][CH2:12][CH2:11][CH2:10]1.[ClH:16]>C(O)C.C(O)(C)C.O=[Pt]=O>[ClH:16].[CH:9]1([NH:1][C:2]2[CH:7]=[CH:6][CH:5]=[CH:4][C:3]=2[OH:8])[CH2:14][CH2:13][CH2:12][CH2:11][CH2:10]1 |f:6.7|. Procedure: A mixture of 10.9 g (0.1 mol) of 2-aminophenol and 10.4 g (0.1 mol) of cyclohexanone in 200 ml of ethanol is hydrogenated over 0.2 g of PtO2 under standard conditions, 0.1 mol of HCl in isopropanol is added to the reaction mixture, the catalyst is filtered off and the filtrate is evaporated in vacuo and the residue is precipitated with ether. The reactants are Cl (HCl), material, hydrochloride salt, COC=1C=CC=2C[C@@H]3[C@@]4(CCC(C[C@@]4(C2C1)CCN3)=O)OC (3,14-dimethoxymorphinan-6-one), C([O-])(O)=O.[Na+] (sodium bicarbonate), C(C1CCCO1)Br ((±) tetrahydrofurfuryl bromide). Run in CN(C=O)C (dimethylformamide). The product is Cl.COC=1C=CC=2C[C@@H]3[C@@]4(CCC(C[C@@]4(C2C1)CCN3CC3CCCO3)=O)OC (3,14-Dimethoxy-17-tetrahydrofurfurylmorphinan-6-one Hydrochloride). As a reaction SMILES: [CH3:1][O:2][C:3]1[CH:4]=[CH:5][C:6]2[CH2:7][C@H:8]3[NH:19][CH2:18][CH2:17][C@@:14]4([C:15]=2[CH:16]=1)[C@@:9]3([O:21][CH3:22])[CH2:10][CH2:11][C:12](=[O:20])[CH2:13]4.C(=O)(O)[O-].[Na+].[CH2:28](Br)[CH:29]1[O:33][CH2:32][CH2:31][CH2:30]1.[ClH:35]>CN(C)C=O>[ClH:35].[CH3:1][O:2][C:3]1[CH:4]=[CH:5][C:6]2[CH2:7][C@H:8]3[N:19]([CH2:28][CH:29]4[O:33][CH2:32][CH2:31][CH2:30]4)[CH2:18][CH2:17][C@@:14]4([C:15]=2[CH:16]=1)[C@@:9]3([O:21][CH3:22])[CH2:10][CH2:11][C:12](=[O:20])[CH2:13]4 |f:1.2,6.7|. Reported procedure: A slurry of 3,14-dimethylmorphinan-6-one (6a) (0.24 g, 0.71 mmol), sodium bicarbonate (0.6 g, 7.14 mmol) and (±) tetrahydrofurfuryl bromide (0.4 g, 2.42 mmol) and dimethylformamide (15 ml) was heated at 110° C. for 16 hours with stirring under a nitrogen atmosphere. The mixture was filtered hot and the residue was washed with dimethylformamide (15 ml). The filtrate was distilled under vacuum (bath temperature 35° C.) and the resulting brownish material was treated with chloroform (50 ml) and wat...